Dataset: the Open Reaction Database (ORD), a public repository of structured organic reaction records. Task: describe an organic reaction: reactants, conditions, products, and yield Run at time 15 hour. Reaction SMILES: [Cl:1][C:2]1[CH:3]=[C:4]([C@H:8]2[CH:13]=[CH:12][S:11][NH:10][C@@H:9]2[C:14]2[CH:19]=[CH:18][C:17]([Cl:20])=[CH:16][CH:15]=2)[CH:5]=[CH:6][CH:7]=1>ClCCl.C1CCC(P(C2CCCCC2)C2CCCCC2)CC1.C1CC=CCCC=C1.C1C=CN=CC=1.F[P-](F)(F)(F)(F)F.[Ir]>[Cl:1][C:2]1[CH:3]=[C:4]([C@H:8]2[CH2:13][CH2:12][S:11][NH:10][C@@H:9]2[C:14]2[CH:15]=[CH:16][C:17]([Cl:20])=[CH:18][CH:19]=2)[CH:5]=[CH:6][CH:7]=1 |f:2.3.4.5.6|. Starting materials: ClC=1C=C(C=CC1)[C@@H]1[C@H](NSC=C1)C1=CC=C(C=C1)Cl ((3S,4R)-4-(3-chlorophenyl)-3-(4-chlorophenyl)-3,4-dihydro-2H-1,2-thiazin). Reagents/catalysts: C1CCC(CC1)P(C2CCCCC2)C3CCCCC3.C1/C=C\CC/C=C\C1.C1=CC=NC=C1.F[P-](F)(F)(F)(F)F.[Ir] (Crabtree's catalyst). Procedure details: A solution of 4.14 g (11.69 mmol) of (3S,4R)-4-(3-chlorophenyl)-3-(4-chlorophenyl)-3,4-dihydro-2H-1,2-thiazin (Example 117, Step B) in dichloromethane (63.0 mL) was purged with argon three times, and then Crabtree's catalyst (835.2 mg, 1.027 mmol) was added to the reaction mixture. The reaction was purged again with argon, and then a hydrogen atmosphere was placed over the reaction. The solution was stirred at ambient temperature for 15 hours, at which point the reaction was concentrated down to... Yields the product ClC=1C=C(C=CC1)[C@@H]1[C@H](NSCC1)C1=CC=C(C=C1)Cl ((3S,4R)-4-(3-chlorophenyl)-3-(4-chlorophenyl)-1,2-thiazinan). The solvent is ClCCl (dichloromethane).